The task is: describe an organic reaction: reactants, conditions, products, and yield. This data is from the Open Reaction Database (ORD), a public repository of structured organic reaction records. Reactants: CC1=C(C(=C(C(=C1C(=O)O)F)F)F)F (6-methyl-2,3,4,5-tetrafluorobenzoic acid), [Cl-] (chloride). Yields the product CC1=C(C(=C(C(=C1C(=O)Cl)F)F)F)F (6-methyl-2,3,4,5-tetrafluorobenzoyl chloride). RXN SMILES: [CH3:1][C:2]1[C:7]([C:8](O)=[O:9])=[C:6]([F:11])[C:5]([F:12])=[C:4]([F:13])[C:3]=1[F:14].[Cl-:15]>>[CH3:1][C:2]1[C:7]([C:8]([Cl:15])=[O:9])=[C:6]([F:11])[C:5]([F:12])=[C:4]([F:13])[C:3]=1[F:14]. Procedure: To 6-methyl-2,3,4,5-tetrafluorobenzoic acid (5.60 g) is added thiony chloride (9.8 ml) and the mixture is refluxed for 1 hour. After concentrating, 6-methyl-2,3,4,5-tetrafluorobenzoyl chloride (5.20 g) is obtained as a colorless oil, b.p. 82° C./23 mmHg. The reactants are N1=C(C=CC2=CC=CC=C12)COC1=CC=C(C=C1)C(C(=O)N)C1CCCCCC1 (4-(2-Quinolinylmethoxy)phenyl-cycloheptyl-acetamide), COC=1C=CC(=CC1)P2(=S)SP(=S)(S2)C=3C=CC(=CC3)OC (Lawesson's reagent). Solvent: C1(=CC=CC=C1)C (toluene). Product: N1=C(C=CC2=CC=CC=C12)COC1=CC=C(C=C1)C(C(=S)N)C1CCCCCC1 (4-(2-Quinolinylmethoxy)phenyl-cycloheptyl-thioacetamide). RXN SMILES: [N:1]1[C:10]2[C:5](=[CH:6][CH:7]=[CH:8][CH:9]=2)[CH:4]=[CH:3][C:2]=1[CH2:11][O:12][C:13]1[CH:18]=[CH:17][C:16]([CH:19]([CH:23]2[CH2:29][CH2:28][CH2:27][CH2:26][CH2:25][CH2:24]2)[C:20]([NH2:22])=O)=[CH:15][CH:14]=1.COC1C=CC(P2(SP(C3C=CC(OC)=CC=3)(=S)S2)=[S:39])=CC=1>C1(C)C=CC=CC=1>[N:1]1[C:10]2[C:5](=[CH:6][CH:7]=[CH:8][CH:9]=2)[CH:4]=[CH:3][C:2]=1[CH2:11][O:12][C:13]1[CH:18]=[CH:17][C:16]([CH:19]([CH:23]2[CH2:29][CH2:28][CH2:27][CH2:26][CH2:25][CH2:24]2)[C:20]([NH2:22])=[S:39])=[CH:15][CH:14]=1. Procedure details: 2.0 g (0.0052 mol) of the compound from Example II and 1.3 g (0.0031 mol) of Lawesson's reagent were heated at the boiling point with 15 ml of toluene under an argon atmosphere for 3 hours. The mixture was then separated by column chromatography (silica gel 60, toluene/tetrahydrofuran 100:5). A slightly yellowish product which could be recrystallised from diisopropyl ether was obtained (Rf =0.45). Starting materials: stannous chloride dihydrate, 5-L, FC1=C(CNC2=C(C=NC=C2)[N+](=O)[O-])C(=CC=C1)F (4-[(2,6-difluorobenzyl)amino]3-nitropyridine), Cl (hydrochloric acid). Run in O (H2O). Conditions: temperature 90 celsius. Product: 123g, NC=1C(=NC=CC1NCC1=C(C=CC=C1F)F)Cl (3-amino-2-chloro-4-[(2,6-difluorobenzyl)amino]pyridine). The yield is 83.1%. Reaction SMILES: [F:1][C:2]1[CH:18]=[CH:17][CH:16]=[C:15]([F:19])[C:3]=1[CH2:4][NH:5][C:6]1[CH:11]=[CH:10][N:9]=[CH:8][C:7]=1[N+:12]([O-])=O.[ClH:20]>O>[NH2:12][C:7]1[C:8]([Cl:20])=[N:9][CH:10]=[CH:11][C:6]=1[NH:5][CH2:4][C:3]1[C:2]([F:1])=[CH:18][CH:17]=[CH:16][C:15]=1[F:19]. Reported procedure: A 3-neck 5-L flask, equipped with a thermometer, reflux condenser, nitrogen inlet and a mechanical stirrer was charged with 4-[(2,6-difluorobenzyl)amino]3-nitropyridine(146g, 0.55mol) and concentrated hydrochloric acid(1.4L, 16.8mol). The solution was heated on a steam bath to 90° C. and stannous chloride dihydrate(659g, 2.92mol) was added portionwise. After heating the suspension at 90° C. for 1.5 hours, the condenser was replaced with a distillation apparatus and approximately 1.5L of H2O remo... Reactants: O=C(Cl)c1ccccc1, Cc1ccc2c(=O)n3c(nc2c1)[nH]c1cc(Cl)c(Cl)cc13. Yields the product Cc1ccc2c(=O)n3c4cc(Cl)c(Cl)cc4n(C(=O)c4ccccc4)c3nc2c1. As a reaction SMILES: [C:22]([c:23]1[cH:24][cH:25][cH:26][cH:27][cH:28]1)(=[O:29])[Cl:30].[CH3:1][c:2]1[cH:3][cH:4][c:5]2[c:6](=[O:21])[n:7]3[c:8]([n:9][c:10]2[cH:11]1)[nH:12][c:13]1[c:14]3[cH:15][c:16]([Cl:20])[c:17]([Cl:19])[cH:18]1>>[CH3:1][c:2]1[cH:3][cH:4][c:5]2[c:6](=[O:21])[n:7]3[c:8]([n:9][c:10]2[cH:11]1)[n:12]([C:22]([c:23]1[cH:24][cH:25][cH:26][cH:27][cH:28]1)=[O:29])[c:13]1[c:14]3[cH:15][c:16]([Cl:20])[c:17]([Cl:19])[cH:18]1.